From a dataset of the Open Reaction Database (ORD), a public repository of structured organic reaction records. describe an organic reaction: reactants, conditions, products, and yield Starting materials: C(=O)C1C(C2(OCCO2)CC1)CCCCCCCO (7-formyl-6-(7-hydroxyheptyl)-1,4-dioxaspiro[4,4]nonane), C(C1=CC=CC=C1)(=O)C=P(C1=CC=CC=C1)(C1=CC=CC=C1)C1=CC=CC=C1 (benzoylmethylenetriphenylphosphorane), O (water). The solvent is CN(C)P(=O)(N(C)C)N(C)C (hexamethylphosphotriamide). The product is OCCCCCCCC1C2(OCCO2)CCC1C=CC(=O)C1=CC=CC=C1 (6-(7-hydroxyheptyl)-7-(3-phenyl-3-oxoprop-1-enyl)-1,4-dioxaspiro[4,4]nonane). Reaction SMILES: [CH:1]([CH:3]1[CH2:11][CH2:10][C:5]2([O:9][CH2:8][CH2:7][O:6]2)[CH:4]1[CH2:12][CH2:13][CH2:14][CH2:15][CH2:16][CH2:17][CH2:18][OH:19])=O.[C:20]([CH:28]=P(C1C=CC=CC=1)(C1C=CC=CC=1)C1C=CC=CC=1)(=[O:27])[C:21]1[CH:26]=[CH:25][CH:24]=[CH:23][CH:22]=1.O>CN(P(N(C)C)(N(C)C)=O)C>[OH:19][CH2:18][CH2:17][CH2:16][CH2:15][CH2:14][CH2:13][CH2:12][CH:4]1[CH:3]([CH:1]=[CH:28][C:20]([C:21]2[CH:26]=[CH:25][CH:24]=[CH:23][CH:22]=2)=[O:27])[CH2:11][CH2:10][C:5]21[O:9][CH2:8][CH2:7][O:6]2. Reported procedure: A mixture of 7-formyl-6-(7-hydroxyheptyl)-1,4-dioxaspiro[4,4]nonane [4.0 g; prepared as hereinbefore described in Example 1(iv)] and benzoylmethylenetriphenylphosphorane (5.6 g; prepared according to the method of F. Ramirez and S. Dershowitz, J. Org. Chem. 1957, 22, 41) in hexamethylphosphotriamide (35 ml.) was heated on a steam bath under dry nitrogen for 48 hours then poured into water (200 ml.). The mixture was extracted with diethyl ether and the ethereal solution was washed with water, dri... Reactants: OC=1C=C(C(=O)O)C=CC1OC (3-hydroxy-4-methoxybenzoic acid), S(O)(O)(=O)=O (sulfuric acid), C([O-])(O)=O.[Na+] (sodium bicarbonate). The solvent is CO (methanol). Reaction conditions: time 8 hour. The product is OC=1C=C(C(=O)OC)C=CC1OC (Methyl 3-hydroxy-4-methoxybenzoate). As a reaction SMILES: [OH:1][C:2]1[CH:3]=[C:4]([CH:8]=[CH:9][C:10]=1[O:11][CH3:12])[C:5]([OH:7])=[O:6].S(=O)(=O)(O)O.[C:18](=O)(O)[O-].[Na+]>CO>[OH:1][C:2]1[CH:3]=[C:4]([CH:8]=[CH:9][C:10]=1[O:11][CH3:12])[C:5]([O:7][CH3:18])=[O:6] |f:2.3|. Procedure details: A mixture of 3-hydroxy-4-methoxybenzoic acid (Aldrich, 10 g, 59.5 mmol), methanol (250 ml) and concentrated sulfuric acid (1 ml) was stirred overnight and the product was poured into a mixture of sodium bicarbonate and ice. The aqueous mixture was then extracted three times with ethyl acetate. The resulting organic layers were combined, washed with water and brine, and dried over anhydrous magnesium sulfate. Rotary evaporation of the solution gave 9.5 g of the desired product as a colorless oil.... Yields the product C(C)C(CCO)C(=C)C1=CC=C(C=C1)Cl (3-ethyl-4-(4-chlorophenyl)pent-4-en-1-ol). Reactants: ClC1=CC=C(C=C1)C(CCCO)=C (4-(4-chlorophenyl)pent-4-en-1-ol), C(C)C(CC(=O)OC)C(=C)C1=CC=C(C=C1)Cl (methyl 3-ethyl-4-(4-chlorophenyl)pent-4-enoate), [H-].[Al+3].[Li+].[H-].[H-].[H-] (lithium aluminium hydride). Run in C(C)OCC (diethyl ether). Reported procedure: By the procedure described for the preparation of 4-(4-chlorophenyl)pent-4-en-1-ol (see Example 1), methyl 3-ethyl-4-(4-chlorophenyl)pent-4-enoate (1.50 g) and lithium aluminium hydride (0.57 g) in dry diethyl ether (50 ml) gave 3-ethyl-4-(4-chlorophenyl)pent-4-en-1-ol (1.40 g, quantitative) as a pale yellow oil. The yield is 105.0%. Reaction SMILES: ClC1C=CC(C(=C)CCCO)=CC=1.[CH2:14]([CH:16]([C:22]([C:24]1[CH:29]=[CH:28][C:27]([Cl:30])=[CH:26][CH:25]=1)=[CH2:23])[CH2:17][C:18](OC)=[O:19])[CH3:15].[H-].[Al+3].[Li+].[H-].[H-].[H-]>C(OCC)C>[CH2:14]([CH:16]([C:22]([C:24]1[CH:29]=[CH:28][C:27]([Cl:30])=[CH:26][CH:25]=1)=[CH2:23])[CH2:17][CH2:18][OH:19])[CH3:15] |f:2.3.4.5.6.7|. Reactants: CC(CC=O)(C=C)C (3,3-dimethylpent-4-enal), N (ammonia), C=1(C(=CC=CC1)S(=O)(=O)C[N+]#[C-])C (toluenesulfonylmethyl isocyanide). Solvent: CO (methanol). Conditions: temperature 40 celsius, time 30 minute. Yields the product CC(CC=1N=CNC1)(C=C)C (4-(2,2-dimethylbut-3-en-1-yl)-1H-imidazole). Reaction SMILES: [CH3:1][C:2]([CH3:8])([CH:6]=[CH2:7])[CH2:3][CH:4]=O.[NH3:9].C1(C)C(S([CH2:19][N+:20]#[C-:21])(=O)=O)=CC=CC=1>CO>[CH3:1][C:2]([CH3:8])([CH:6]=[CH2:7])[CH2:3][C:4]1[N:9]=[CH:19][NH:20][CH:21]=1. Procedure details: At 30 C, 3,3-dimethylpent-4-enal (126 g, 0.34 mol) was added over 20 minutes to an ambient temperature, saturated solution of ammonia in methanol (2.7 L). After stirring at 40° C. for 30 minutes, toluenesulfonylmethyl isocyanide (67 g, 0.4 mol) was added. After stirring at reflux overnight, the reaction mixture was concentrated, dissolved in ether and poured into 2N ammonium hydroxide (1500 mL) and stirred. The aqueous phase was extracted with ether. The combined organic extracts were washed wit... Starting materials: C(#N)N=C(NCCCN1C=C(C2=CC=CC=C12)C=1C(NC(C1C1=CN(C2=CC=CC=C12)C)=O)=O)SC (3-[1-[(3-cyano-2-methylisothioureido)propyl]-3-indolyl]-4-(1-methyl-3-indolyl)-1H-pyrrole-2,5-dione), solution, CN (methylamine). The solvent is CN(C)C=O (DMF), C(C)O (ethanol). Reaction conditions: time 16 hour. Yields the product C(#N)N=C(NCCCN1C=C(C2=CC=CC=C12)C=1C(NC(C1C1=CN(C2=CC=CC=C12)C)=O)=O)NC (3-[1-[3-(2-cyano-3-methylguanidino)propyl]-3-indolyl]-4-(1-methyl-3-indolyl)-1H-pyrrole-2,5-dione). RXN SMILES: [C:1]([N:3]=[C:4](SC)[NH:5][CH2:6][CH2:7][CH2:8][N:9]1[C:17]2[C:12](=[CH:13][CH:14]=[CH:15][CH:16]=2)[C:11]([C:18]2[C:19](=[O:34])[NH:20][C:21](=[O:33])[C:22]=2[C:23]2[C:31]3[C:26](=[CH:27][CH:28]=[CH:29][CH:30]=3)[N:25]([CH3:32])[CH:24]=2)=[CH:10]1)#[N:2].[CH3:37][NH2:38]>CN(C=O)C.C(O)C>[C:1]([N:3]=[C:4]([NH:38][CH3:37])[NH:5][CH2:6][CH2:7][CH2:8][N:9]1[C:17]2[C:12](=[CH:13][CH:14]=[CH:15][CH:16]=2)[C:11]([C:18]2[C:19](=[O:34])[NH:20][C:21](=[O:33])[C:22]=2[C:23]2[C:31]3[C:26](=[CH:27][CH:28]=[CH:29][CH:30]=3)[N:25]([CH3:32])[CH:24]=2)=[CH:10]1)#[N:2]. Procedure details: A solution of 50 mg of the product of Example 50 in 10 ml of DMF was treated with 4 ml of a 33% solution of methylamine in ethanol. The mixture was stirred for 16 hours and the solvents were then removed under reduced pressure. The residue was chromatographed on silica gel with ethyl acetate to give 46 mg of 3-[1-[3-(2-cyano-3-methylguanidino)propyl]-3-indolyl]-4-(1-methyl-3-indolyl)-1H-pyrrole-2,5-dione, m.p. 190°-193° C. Starting materials: NCC(=O)OC(C)(C)C (Tert-butyl glycinate), FC(C=1C=C(CNC(=O)C2=CC(=NC=C2)C2=C(C=CC(=C2)N2CCCCC2)NC(=O)C=2C=C(CSCCC(=O)O)C=CC2)C=CC1)(F)F (3-(3-((2-(4-((3-(trifluoromethyl)benzyl)carbamoyl)pyridin-2-yl)-4-(piperidin-1-yl)phenyl)carbamoyl)benzylthio)propanoic acid), O1CCN(CC1)CCNC(CCSCC=1C=C(C(=O)NC2=C(C=C(C=C2)N2CCCCC2)C=2C=C(C(=O)NCC3=CC(=CC=C3)C(F)(F)F)C=CN2)C=CC1)=O (2-(2-(3-(((3-((2-morpholinoethyl)amino)-3-oxopropyl)thio)methyl)benzamido)-5-(piperidin-1-yl)-phenyl)-N-(3-(trifluoromethyl)benzyl)isonicotinamide). Solvent: ClCCl.C(=O)(C(F)(F)F)O (dichloromethane TFA). Reaction conditions: time 1 hour. The product is N1(CCCCC1)C1=CC(=C(C=C1)NC(=O)C=1C=C(CSCCC(=O)NCC(=O)O)C=CC1)C1=NC=CC(=C1)C(NCC1=CC(=CC=C1)C(F)(F)F)=O (2-(3-((3-((4-(Piperidin-1-yl)-2-(4-((3-(trifluoromethyl)benzyl)carbamoyl)pyridin-2-yl)phenyl)carbamoyl)benzyl)thio)propanamido)acetic acid). RXN SMILES: [NH2:1][CH2:2][C:3]([O:5]C(C)(C)C)=[O:4].[F:10][C:11]([F:57])([F:56])[C:12]1[CH:13]=[C:14]([CH:53]=[CH:54][CH:55]=1)[CH2:15][NH:16][C:17]([C:19]1[CH:24]=[CH:23][N:22]=[C:21]([C:25]2[CH:30]=[C:29]([N:31]3[CH2:36][CH2:35][CH2:34][CH2:33][CH2:32]3)[CH:28]=[CH:27][C:26]=2[NH:37][C:38]([C:40]2[CH:41]=[C:42]([CH:50]=[CH:51][CH:52]=2)[CH2:43][S:44][CH2:45][CH2:46][C:47](O)=[O:48])=[O:39])[CH:20]=1)=[O:18].O1CCN(CCNC(=O)CCSCC2C=C(C=CC=2)C(NC2C=CC(N3CCCCC3)=CC=2C2C=C(C=CN=2)C(NCC2C=CC=C(C(F)(F)F)C=2)=O)=O)CC1>ClCCl.C(O)(C(F)(F)F)=O>[N:31]1([C:29]2[CH:28]=[CH:27][C:26]([NH:37][C:38]([C:40]3[CH:41]=[C:42]([CH:50]=[CH:51][CH:52]=3)[CH2:43][S:44][CH2:45][CH2:46][C:47]([NH:1][CH2:2][C:3]([OH:5])=[O:4])=[O:48])=[O:39])=[C:25]([C:21]3[CH:20]=[C:19]([C:17](=[O:18])[NH:16][CH2:15][C:14]4[CH:53]=[CH:54][CH:55]=[C:12]([C:11]([F:57])([F:10])[F:56])[CH:13]=4)[CH:24]=[CH:23][N:22]=3)[CH:30]=2)[CH2:36][CH2:35][CH2:34][CH2:33][CH2:32]1 |f:3.4|. Procedure details: Tert-butyl glycinate was coupled to 3-(3-((2-(4-((3-(trifluoromethyl)benzyl)carbamoyl)pyridin-2-yl)-4-(piperidin-1-yl)phenyl)carbamoyl)-benzylthio)propanoic acid 1.1 using the procedure described for the synthesis of 2-(2-(3-(((3-((2-morpholinoethyl)amino)-3-oxopropyl)thio)methyl)benzamido)-5-(piperidin-1-yl)-phenyl)-N-(3-(trifluoromethyl)benzyl)isonicotinamide 4.16. This material was dissolved in 2 mL of 1:1 dichloromethane/TFA and stirred for 1 h. The solvent was evaporated to give 4.6 mg of p... The reactants are [OH-].[Na+] (NaOH), ClC=1NC(=CC=2C1NCN2)Cl (4,6-dichloro-3,5-dihydro-imidazo[4,5-c]pyridine). Run in O (water), O (water). Run at temperature 90 celsius. Product: ClC1=CC2=C(C(N1)=O)NC=N2 (6-chloro-3,5-dihydro-imidazo[4,5-c]pyridin-4-one). As a reaction SMILES: [OH-:1].[Na+].Cl[C:4]1[NH:5][C:6]([Cl:13])=[CH:7][C:8]2[C:9]=1[NH:10][CH2:11][N:12]=2>O>[Cl:13][C:6]1[NH:5][C:4](=[O:1])[C:9]2[NH:10][CH:11]=[N:12][C:8]=2[CH:7]=1 |f:0.1|. Procedure details: An aqueous NaOH solution (2 equiv.) was added to a solution of 4,6-dichloro-3,5-dihydro-imidazo[4,5-c]pyridine in water. The reaction mixture was stirred at 90° C. until the completion of the reaction (monitored by TLC). The reaction mixture was allowed to cool down to room temperature and filtered to give light yellow residue. The residue was dissolved in water and acidified to pH 3-4 and was filtered to give 2.